The task is: describe an organic reaction: reactants, conditions, products, and yield. This data is from the Open Reaction Database (ORD), a public repository of structured organic reaction records. Reactants: ClC1=NC=CC=C1S(=O)(=O)N (2-chloro-3-pyridinesulfonamide), N1CCSCC1 (thiomorpholine), N1CCSCC1 (thiomorpholine). Solvent: CN(C=O)C (N,N-dimethylformamide). Product: N1(CCSCC1)C1=NC=CC=C1S(=O)(=O)N (2-(4-Thiomorpholinyl)-3-pyridinesulfonamide). As a reaction SMILES: Cl[C:2]1[C:7]([S:8]([NH2:11])(=[O:10])=[O:9])=[CH:6][CH:5]=[CH:4][N:3]=1.[NH:12]1[CH2:17][CH2:16][S:15][CH2:14][CH2:13]1>CN(C)C=O>[N:12]1([C:2]2[C:7]([S:8]([NH2:11])(=[O:10])=[O:9])=[CH:6][CH:5]=[CH:4][N:3]=2)[CH2:17][CH2:16][S:15][CH2:14][CH2:13]1. Procedure: In a dry flask under an inert nitrogen atmosphere was mixed 2.5 g of 2-chloro-3-pyridinesulfonamide, 100 mL of dry N,N-dimethylformamide (DMF), and 2.7 mL of thiomorpholine. The mixture was heated at 80° C. overnight at which time an additional 0.3 mL of thiomorpholine was added and the heating was continued. After 24 hours the mixture was concentrated and the residue was taken up in THF. The solids were filtered and the filtrate was concentrated and chromatographed on silica gel using 1:1 ethyl... The reactants are CCO, Nc1cc(C2CC2)[nH]n1, Clc1cc(-c2ccccc2Cl)nc(Cl)n1. Product: Clc1nc(Nc2cc(C3CC3)[nH]n2)cc(-c2ccccc2Cl)n1. RXN SMILES: [CH3:25][CH2:26][OH:27].[CH:16]1([c:19]2[cH:20][c:21]([NH2:24])[n:22][nH:23]2)[CH2:17][CH2:18]1.[Cl:1][c:2]1[n:3][c:4](-[c:9]2[c:10]([Cl:15])[cH:11][cH:12][cH:13][cH:14]2)[cH:5][c:6]([Cl:8])[n:7]1>>[Cl:1][c:2]1[n:3][c:4](-[c:9]2[c:10]([Cl:15])[cH:11][cH:12][cH:13][cH:14]2)[cH:5][c:6]([NH:24][c:21]2[cH:20][c:19]([CH:16]3[CH2:17][CH2:18]3)[nH:23][n:22]2)[n:7]1. The reactants are CC(C)(C)OC(=O)N1CC(F)CC1C(=O)O, CCN=C=NCCCN(C)C, CN(C)c1ccncc1, ClCCl, NC(Cc1ccccc1)(c1ccc(F)cc1)c1cc(F)cc(OC(F)(F)C(F)F)c1. Product: CC(C)(C)OC(=O)N1CC(F)CC1C(=O)NC(Cc1ccccc1)(c1ccc(F)cc1)c1cc(F)cc(OC(F)(F)C(F)F)c1. RXN SMILES: [C:31]([CH3:32])([CH3:33])([CH3:34])[O:35][C:36](=[O:37])[N:38]1[CH:39]([C:44](=[O:45])[OH:46])[CH2:40][CH:41]([F:43])[CH2:42]1.[CH3:47][CH2:48][N:49]=[C:50]=[N:51][CH2:52][CH2:53][CH2:54][N:55]([CH3:56])[CH3:57].[CH3:61][N:62]([c:63]1[cH:64][cH:65][n:66][cH:67][cH:68]1)[CH3:69].[Cl:58][CH2:59][Cl:60].[F:1][c:2]1[cH:3][c:4]([C:15]([CH2:16][c:17]2[cH:18][cH:19][cH:20][cH:21][cH:22]2)([NH2:23])[c:24]2[cH:25][cH:26][c:27]([F:30])[cH:28][cH:29]2)[cH:5][c:6]([O:8][C:9]([CH:10]([F:11])[F:12])([F:13])[F:14])[cH:7]1>>[F:1][c:2]1[cH:3][c:4]([C:15]([CH2:16][c:17]2[cH:18][cH:19][cH:20][cH:21][cH:22]2)([NH:23][C:44]([CH:39]2[N:38]([C:36]([O:35][C:31]([CH3:32])([CH3:33])[CH3:34])=[O:37])[CH2:42][CH:41]([F:43])[CH2:40]2)=[O:45])[c:24]2[cH:25][cH:26][c:27]([F:30])[cH:28][cH:29]2)[cH:5][c:6]([O:8][C:9]([CH:10]([F:11])[F:12])([F:13])[F:14])[cH:7]1. Reactants: COC(=O)C=O, C1CCCCC1, CC(=O)OC(C)=O, CNCC(=O)O, CCC=O. The product is COC(=O)C=C(C)C=O. Reaction SMILES: [C:7]([CH:8]=[O:9])(=[O:10])[O:11][CH3:12].[CH2:24]1[CH2:25][CH2:26][CH2:27][CH2:28][CH2:29]1.[CH3:17][C:18]([O:19][C:20](=[O:21])[CH3:22])=[O:23].[CH3:1][NH:2][CH2:3][C:4](=[O:5])[OH:6].[CH:13]([CH2:14][CH3:15])=[O:16]>>[C:7]([CH:8]=[C:14]([CH:13]=[O:16])[CH3:15])(=[O:10])[O:11][CH3:12]. The reactants are CCN1CCCc2nc3ccccc3c(Cl)c2C1, O=C(Cl)Oc1ccccc1. Yields the product O=C(Oc1ccccc1)N1CCCc2nc3ccccc3c(Cl)c2C1. RXN SMILES: [CH2:1]([CH3:2])[N:3]1[CH2:4][c:5]2[c:6]([n:7][c:8]3[cH:9][cH:10][cH:11][cH:12][c:13]3[c:14]2[Cl:15])[CH2:16][CH2:17][CH2:18]1.[Cl:19][C:20](=[O:21])[O:22][c:23]1[cH:24][cH:25][cH:26][cH:27][cH:28]1>>[N:3]1([C:20](=[O:21])[O:22][c:23]2[cH:24][cH:25][cH:26][cH:27][cH:28]2)[CH2:4][c:5]2[c:6]([n:7][c:8]3[cH:9][cH:10][cH:11][cH:12][c:13]3[c:14]2[Cl:15])[CH2:16][CH2:17][CH2:18]1.